describe an organic reaction: reactants, conditions, products, and yield From a dataset of the Open Reaction Database (ORD), a public repository of structured organic reaction records. Starting materials: OC1=C(C2=C(C(CCO2)=O)C=C1)CCC (2,3-dihydro-7-hydroxy-8-propyl-4H-1-benzopyran-4-one), COC(CCC1=C(C=CC(=C1)C(C)=O)OCCCCCOS(=O)(=O)C)=O (2-[[5-[(methylsulfonyl)oxy]pentyl]oxy]-5-acetylbenzenepropanoic acid methyl ester). Run in CCCCCC.C(C)(=O)OCC (hexane ethyl acetate). The product is C(C)(=O)C=1C=CC(=C(C1)CCC(=O)O)OCCCCCOC1=C(C2=C(C(CCO2)=O)C=C1)CCC (5-acetyl-2-[5-[(3,4-dihydro-4-oxo-8-propyl-2H-1-benzopyran-7-yl)oxy]pentyloxy]benzenepropanoic acid). As a reaction SMILES: [OH:1][C:2]1[CH:12]=[CH:11][C:5]2[C:6](=[O:10])[CH2:7][CH2:8][O:9][C:4]=2[C:3]=1[CH2:13][CH2:14][CH3:15].C[O:17][C:18](=[O:41])[CH2:19][CH2:20][C:21]1[CH:26]=[C:25]([C:27](=[O:29])[CH3:28])[CH:24]=[CH:23][C:22]=1[O:30][CH2:31][CH2:32][CH2:33][CH2:34][CH2:35]OS(C)(=O)=O>CCCCCC.C(OCC)(=O)C>[C:27]([C:25]1[CH:24]=[CH:23][C:22]([O:30][CH2:31][CH2:32][CH2:33][CH2:34][CH2:35][O:1][C:2]2[CH:12]=[CH:11][C:5]3[C:6](=[O:10])[CH2:7][CH2:8][O:9][C:4]=3[C:3]=2[CH2:13][CH2:14][CH3:15])=[C:21]([CH2:20][CH2:19][C:18]([OH:41])=[O:17])[CH:26]=1)(=[O:29])[CH3:28] |f:2.3|. Reported procedure: Using the procedure of example 11 and starting with 0.2 g (1 mmol) of 2,3-dihydro-7-hydroxy-8-propyl-4H-1-benzopyran-4-one and 0.39 g (1 mmol) of 2-[[5-[(methylsulfonyl)oxy]pentyl]oxy]-5-acetylbenzenepropanoic acid methyl ester (from example 32), 5-acetyl-2-[5-[(3,4-dihydro-4-oxo-8-propyl-2H-1-benzopyran-7-yl)oxy]pentyloxy]benzenepropanoic acid was obtained in 64.3% overall yield, as a colorless solid, mp 115°-118° C. (recrystallized from hexane-ethyl acetate). The reactants are Cc1nnc(-c2cc(Cl)ccc2NS(=O)(=O)c2ccc(Br)c(F)c2)n1C, C1COCCN1, [K+], [K+], [K+], O=C(C=Cc1ccccc1)C=Cc1ccccc1, O=C(C=Cc1ccccc1)C=Cc1ccccc1, CN(C)C=O, O=C(C=Cc1ccccc1)C=Cc1ccccc1, O, O=P([O-])([O-])[O-], [Pd], [Pd], c1ccc(P(c2ccccc2)c2ccc3ccccc3c2-c2c(P(c3ccccc3)c3ccccc3)ccc3ccccc23)cc1. Product: Cc1nnc(-c2cc(Cl)ccc2NS(=O)(=O)c2ccc(N3CCOCC3)c(F)c2)n1C. As a reaction SMILES: [Br:1][c:2]1[c:3]([F:26])[cH:4][c:5]([S:8](=[O:9])(=[O:10])[NH:11][c:12]2[c:13](-[c:19]3[n:20][n:21][c:22]([CH3:25])[n:23]3[CH3:24])[cH:14][c:15]([Cl:18])[cH:16][cH:17]2)[cH:6][cH:7]1.[CH2:82]1[CH2:83][O:84][CH2:85][CH2:86][NH:87]1.[K+:33].[K+:34].[K+:35].[O:108]=[C:109]([CH:110]=[CH:111][c:112]1[cH:113][cH:114][cH:115][cH:116][cH:117]1)[CH:118]=[CH:119][c:120]1[cH:121][cH:122][cH:123][cH:124][cH:125]1.[O:126]=[C:127]([CH:128]=[CH:129][c:130]1[cH:131][cH:132][cH:133][cH:134][cH:135]1)[CH:136]=[CH:137][c:138]1[cH:139][cH:140][cH:141][cH:142][cH:143]1.[O:144]=[CH:145][N:146]([CH3:147])[CH3:148].[O:90]=[C:91]([CH:92]=[CH:93][c:94]1[cH:95][cH:96][cH:97][cH:98][cH:99]1)[CH:100]=[CH:101][c:102]1[cH:103][cH:104][cH:105][cH:106][cH:107]1.[OH2:27].[P:28]([O-:29])([O-:30])([O-:31])=[O:32].[Pd:88].[Pd:89].[cH:36]1[cH:37][cH:38][c:39]([P:40]([c:41]2[cH:42][cH:43][c:44]3[c:45]([cH:46][cH:47][cH:48][cH:49]3)[c:50]2-[c:51]2[c:52]3[c:53]([cH:54][cH:55][cH:56][cH:57]3)[cH:58][cH:59][c:60]2[P:61]([c:62]2[cH:63][cH:64][cH:65][cH:66][cH:67]2)[c:68]2[cH:69][cH:70][cH:71][cH:72][cH:73]2)[c:74]2[cH:75][cH:76][cH:77][cH:78][cH:79]2)[cH:80][cH:81]1>>[c:2]1([N:87]2[CH2:82][CH2:83][O:84][CH2:85][CH2:86]2)[c:3]([F:26])[cH:4][c:5]([S:8](=[O:9])(=[O:10])[NH:11][c:12]2[c:13](-[c:19]3[n:20][n:21][c:22]([CH3:25])[n:23]3[CH3:24])[cH:14][c:15]([Cl:18])[cH:16][cH:17]2)[cH:6][cH:7]1. Reactants: O=C([O-])O, CCCCBr, C1CCOC1, CCOC(C)=O, [Cs+], COC(=O)c1ccc2c(c1)NCCC2. The product is CCCCN1CCCc2ccc(C(=O)OC)cc21. As a reaction SMILES: [C:15](=[O:16])([OH:17])[O-:18].[CH2:20]([CH2:21][CH2:22][CH3:23])[Br:24].[CH2:25]1[O:26][CH2:27][CH2:28][CH2:29]1.[CH3:30][CH2:31][O:32][C:33]([CH3:34])=[O:35].[Cs+:19].[NH:1]1[CH2:2][CH2:3][CH2:4][c:5]2[cH:6][cH:7][c:8]([C:11](=[O:12])[O:13][CH3:14])[cH:9][c:10]21>>[N:1]1([CH2:20][CH2:21][CH2:22][CH3:23])[CH2:2][CH2:3][CH2:4][c:5]2[cH:6][cH:7][c:8]([C:11](=[O:12])[O:13][CH3:14])[cH:9][c:10]21.